Dataset: the Open Reaction Database (ORD), a public repository of structured organic reaction records. Task: describe an organic reaction: reactants, conditions, products, and yield The reactants are C, CCOC(=O)C(Cc1ccc(OCc2ccccc2)cc1)Nc1ccccc1, CCO, C1CCOC1, [Pd]. Product: CCOC(=O)C(Cc1ccc(O)cc1)Nc1ccccc1. RXN SMILES: [C:32].[CH2:1]([c:2]1[cH:3][cH:4][cH:5][cH:6][cH:7]1)[O:8][c:9]1[cH:10][cH:11][c:12]([CH2:15][CH:16]([C:17](=[O:18])[O:19][CH2:20][CH3:21])[NH:22][c:23]2[cH:24][cH:25][cH:26][cH:27][cH:28]2)[cH:13][cH:14]1.[CH3:29][CH2:30][OH:31].[O:34]1[CH2:35][CH2:36][CH2:37][CH2:38]1.[Pd:33]>>[OH:8][c:9]1[cH:10][cH:11][c:12]([CH2:15][CH:16]([C:17](=[O:18])[O:19][CH2:20][CH3:21])[NH:22][c:23]2[cH:24][cH:25][cH:26][cH:27][cH:28]2)[cH:13][cH:14]1. Starting materials: C1CNCCN1, Nc1cc(Cl)c(C(=O)Nc2ccc3ncsc3c2)cc1[N+](=O)[O-], C1COCCO1, O. The product is Nc1cc(N2CCNCC2)c(C(=O)Nc2ccc3ncsc3c2)cc1[N+](=O)[O-]. As a reaction SMILES: [CH2:24]1[CH2:25][NH:26][CH2:27][CH2:28][NH:29]1.[NH2:1][c:2]1[cH:3][c:4]([Cl:23])[c:5]([C:6](=[O:7])[NH:8][c:9]2[cH:10][c:11]3[c:12]([n:13][cH:14][s:15]3)[cH:16][cH:17]2)[cH:18][c:19]1[N+:20](=[O:21])[O-:22].[O:31]1[CH2:32][CH2:33][O:34][CH2:35][CH2:36]1.[OH2:30]>>[NH2:1][c:2]1[cH:3][c:4]([N:26]2[CH2:25][CH2:24][NH:29][CH2:28][CH2:27]2)[c:5]([C:6](=[O:7])[NH:8][c:9]2[cH:10][c:11]3[c:12]([n:13][cH:14][s:15]3)[cH:16][cH:17]2)[cH:18][c:19]1[N+:20](=[O:21])[O-:22].